Dataset: the Open Reaction Database (ORD), a public repository of structured organic reaction records. Task: describe an organic reaction: reactants, conditions, products, and yield Reactants: C(CC)OC(C1=CC(=C(C(=C1)[N+](=O)[O-])N(CC=C)CC=C)[N+](=O)[O-])=O (n-propyl-4-diallylamino-3,5-dinitro-benzoate), ClC1=C(C=C(C(=O)O)C=C1[N+](=O)[O-])[N+](=O)[O-] (4-chloro-3,5-dinitro-benzoic acid), C(CC)O (n-propanol). Reagents/catalysts: S(O)(O)(=O)=O (sulfuric acid). Solvent: O (water). Yields the product C(CC)OC(C1=CC(=C(C(=C1)[N+](=O)[O-])Cl)[N+](=O)[O-])=O (n-propyl-4-chloro-3,5-dinitro-benzoate). Reaction SMILES: [CH2:1]([O:4][C:5](=[O:25])[C:6]1[CH:11]=[C:10]([N+:12]([O-:14])=[O:13])[C:9](N(CC=C)CC=C)=[C:8]([N+:22]([O-:24])=[O:23])[CH:7]=1)[CH2:2][CH3:3].[Cl:26]C1C([N+]([O-])=O)=CC(C(O)=O)=CC=1[N+]([O-])=O.C(O)CC>S(=O)(=O)(O)O.O>[CH2:1]([O:4][C:5](=[O:25])[C:6]1[CH:11]=[C:10]([N+:12]([O-:14])=[O:13])[C:9]([Cl:26])=[C:8]([N+:22]([O-:24])=[O:23])[CH:7]=1)[CH2:2][CH3:3]. Reported procedure: According to a preferred form of realization of the process of the present invention n-propyl-4-diallylamino-3,5-dinitro-benzoate may be prepared by reacting 1 mole of 4-chloro-3,5-dinitro-benzoic acid with 1.25 moles of n-propanol at a temperature between 85° C. and 90° C., in the presence of a sulfuric acid catalyst, whereby the water formed is removed by azeotropic distillation with benzene. The distillation of water having been completed (5-7 hours) the reaction mixture, is cooled and the n-... The reactants are CN(C)C=O, COc1ccc2oc(C(Cl)CC(C)C)c(C)c2c1, Cl, [I-], CCOC(=O)CCN(C)C(=O)c1ccc(N)cc1, [Na+], [Na+], [Na+], O=C([O-])[O-]. The product is CCOC(=O)CCN(C)C(=O)c1ccc(NC(CC(C)C)c2oc3ccc(OC)cc3c2C)cc1. RXN SMILES: [CH3:46][N:47]([CH3:48])[CH:49]=[O:50].[Cl:1][CH:2]([CH2:3][CH:4]([CH3:5])[CH3:6])[c:7]1[o:8][c:9]2[c:10]([c:11]1[CH3:12])[cH:13][c:14]([O:17][CH3:18])[cH:15][cH:16]2.[ClH:45].[I-:38].[NH2:19][c:20]1[cH:21][cH:22][c:23]([C:26](=[O:27])[N:28]([CH2:29][CH2:30][C:31](=[O:32])[O:33][CH2:34][CH3:35])[CH3:36])[cH:24][cH:25]1.[Na+:37].[Na+:39].[Na+:40].[O-:41][C:42](=[O:43])[O-:44]>>[CH:2]([CH2:3][CH:4]([CH3:5])[CH3:6])([c:7]1[o:8][c:9]2[c:10]([c:11]1[CH3:12])[cH:13][c:14]([O:17][CH3:18])[cH:15][cH:16]2)[NH:19][c:20]1[cH:21][cH:22][c:23]([C:26](=[O:27])[N:28]([CH2:29][CH2:30][C:31](=[O:32])[O:33][CH2:34][CH3:35])[CH3:36])[cH:24][cH:25]1. Procedure details: (4{[(trimethylsilyl)methyl]carbamoyl}naphthalen-1-yl)methyl acetate (2.0 g) and Lawesson reagent (2.4 g) were suspended with toluene (30 ml). The mixture was heated to reflux for 2 hours. The reaction mixture was returned to room temperature, washed with water and a saturated aqueous brine, subsequently dried over magnesium sulfate. After filtering the reaction mixture, the solvent was distilled off under reduced pressure, and the resulting mixture was purified by silica gel chromatography, to o... Isolated yield 58.5%. RXN SMILES: [C:1]([O:4][CH2:5][C:6]1[C:15]2[C:10](=[CH:11][CH:12]=[CH:13][CH:14]=2)[C:9]([C:16](=O)[NH:17][CH2:18][Si:19]([CH3:22])([CH3:21])[CH3:20])=[CH:8][CH:7]=1)(=[O:3])[CH3:2].COC1C=CC(P2(SP(C3C=CC(OC)=CC=3)(=S)S2)=[S:33])=CC=1>C1(C)C=CC=CC=1>[C:1]([O:4][CH2:5][C:6]1[C:15]2[C:10](=[CH:11][CH:12]=[CH:13][CH:14]=2)[C:9]([C:16](=[S:33])[NH:17][CH2:18][Si:19]([CH3:22])([CH3:21])[CH3:20])=[CH:8][CH:7]=1)(=[O:3])[CH3:2]. The reactants are C(C)(=O)OCC1=CC=C(C2=CC=CC=C12)C(NC[Si](C)(C)C)=O ((4{[(trimethylsilyl)methyl]carbamoyl}naphthalen-1-yl)methyl acetate), COC=1C=CC(=CC1)P2(=S)SP(=S)(S2)C=3C=CC(=CC3)OC (Lawesson reagent). Yields the product C(C)(=O)OCC1=CC=C(C2=CC=CC=C12)C(NC[Si](C)(C)C)=S ((4{[(trimethylsilyl)methyl]carbamothioyl}naphthalen-1-yl)methyl acetate). The solvent is C1(=CC=CC=C1)C (toluene). Reactants: CC(C)C[Al](CC(C)C)c1ccccc1 (effective_coupling_partner), CCN(CC)C(=O)Oc1ccc(OC)c2ccccc12 (substrate). The reagents and catalysts are PCy3. Reaction conditions: temperature 50 celsius, time 24 hour. Yields the product COc2ccc(c1ccccc1)c3ccccc23. Reactants: O=C([O-])[O-], O=C(Cl)c1ccccc1, CN(C)C=O, [Cs+], [Cs+], CC(C)=CCn1c(N2CC3CN(C(=O)OC(C)(C)C)CC3C2)nc2ccc(N)cc21. Product: CC(C)=CCn1c(N2CC3CN(C(=O)OC(C)(C)C)CC3C2)nc2ccc(NC(=O)c3ccccc3)cc21. As a reaction SMILES: [C:1](=[O:2])([O-:3])[O-:4].[C:37]([c:38]1[cH:39][cH:40][cH:41][cH:42][cH:43]1)(=[O:44])[Cl:45].[CH3:46][N:47]([CH3:48])[CH:49]=[O:50].[Cs+:5].[Cs+:6].[NH2:7][c:8]1[cH:9][cH:10][c:11]2[c:12]([n:13]([CH2:31][CH:32]=[C:33]([CH3:34])[CH3:35])[c:14]([N:16]3[CH2:17][CH:18]4[CH:19]([CH2:20]3)[CH2:21][N:22]([C:24](=[O:25])[O:26][C:27]([CH3:28])([CH3:29])[CH3:30])[CH2:23]4)[n:15]2)[cH:36]1>>[NH:7]([c:8]1[cH:9][cH:10][c:11]2[c:12]([n:13]([CH2:31][CH:32]=[C:33]([CH3:34])[CH3:35])[c:14]([N:16]3[CH2:17][CH:18]4[CH:19]([CH2:20]3)[CH2:21][N:22]([C:24](=[O:25])[O:26][C:27]([CH3:28])([CH3:29])[CH3:30])[CH2:23]4)[n:15]2)[cH:36]1)[C:37]([c:38]1[cH:39][cH:40][cH:41][cH:42][cH:43]1)=[O:44]. Reactants: CCOC(=O)C(C)=O, CCO, Cl, NNc1cccc([N+](=O)[O-])c1. Yields the product CCOC(=O)C(C)=NNc1cccc([N+](=O)[O-])c1. RXN SMILES: [CH2:13]([CH3:14])[O:15][C:16]([C:17]([CH3:18])=[O:19])=[O:20].[CH3:21][CH2:22][OH:23].[ClH:1].[N+:2](=[O:3])([O-:4])[c:5]1[cH:6][c:7]([NH:11][NH2:12])[cH:8][cH:9][cH:10]1>>[N+:2](=[O:3])([O-:4])[c:5]1[cH:6][c:7]([NH:11][N:12]=[C:17]([C:16]([O:15][CH2:13][CH3:14])=[O:20])[CH3:18])[cH:8][cH:9][cH:10]1.